From a dataset of the Open Reaction Database (ORD), a public repository of structured organic reaction records. describe an organic reaction: reactants, conditions, products, and yield The reactants are C1(=CC=CC=C1)C(OC1CCNCC1)C1=CC=CC=C1 (4-diphenylmethoxypiperidine), C1CO1 (ethylene oxide), O (water). As a reaction SMILES: [C:1]1([CH:7]([C:15]2[CH:20]=[CH:19][CH:18]=[CH:17][CH:16]=2)[O:8][CH:9]2[CH2:14][CH2:13][NH:12][CH2:11][CH2:10]2)[CH:6]=[CH:5][CH:4]=[CH:3][CH:2]=1.[CH2:21]1[O:23][CH2:22]1.O>CO>[OH:23][CH2:22][CH2:21][N:12]1[CH2:13][CH2:14][CH:9]([O:8][CH:7]([C:1]2[CH:2]=[CH:3][CH:4]=[CH:5][CH:6]=2)[C:15]2[CH:16]=[CH:17][CH:18]=[CH:19][CH:20]=2)[CH2:10][CH2:11]1. Yields the product OCCN1CCC(CC1)OC(C1=CC=CC=C1)C1=CC=CC=C1 (1-(2-hydroxyethyl)-4-diphenylmethoxypiperidine). Run at time 3 hour. The solvent is CO (methanol). Procedure: The starting material is obtained as follows. The solution of 13.35 g of 4-diphenylmethoxypiperidine in 40 ml of methanol, containing 3.52 g of ethylene oxide and 0.9 ml of water, is stirred and heated in an oil bath at 42°-44° for 4 hours. The bath temperature is raised to 50° and heating and stirring are continued for an additional 3 hours. The solution is then evaporated and the residue taken up in 1 N hydrochloric acid and washed with diethyl ether. The aqueous solution is made basic with 50... Starting materials: Cc1cccc(C(OCC#N)C2CCCN(C(=O)OC(C)(C)C)C2)c1, C1CCOC1, CO. Yields the product Cc1cccc(C(OCCN)C2CCCN(C(=O)OC(C)(C)C)C2)c1. RXN SMILES: [C:1](#[N:2])[CH2:3][O:4][CH:5]([CH:6]1[CH2:7][N:8]([C:12](=[O:13])[O:14][C:15]([CH3:16])([CH3:17])[CH3:18])[CH2:9][CH2:10][CH2:11]1)[c:19]1[cH:20][c:21]([CH3:25])[cH:22][cH:23][cH:24]1.[CH2:28]1[O:29][CH2:30][CH2:31][CH2:32]1.[CH3:26][OH:27]>>[CH2:1]([NH2:2])[CH2:3][O:4][CH:5]([CH:6]1[CH2:7][N:8]([C:12](=[O:13])[O:14][C:15]([CH3:16])([CH3:17])[CH3:18])[CH2:9][CH2:10][CH2:11]1)[c:19]1[cH:20][c:21]([CH3:25])[cH:22][cH:23][cH:24]1.